From a dataset of the Open Reaction Database (ORD), a public repository of structured organic reaction records. describe an organic reaction: reactants, conditions, products, and yield Reactants: COc1ccc(NC(=O)c2coc(Br)c2)cc1N1CCN(C)CC1, CCCCCC, CCOCC, COCCOC, [Na+], [Na+], O=C([O-])[O-], O, c1ccc(P(c2ccccc2)(c2ccccc2)[Pd](P(c2ccccc2)(c2ccccc2)c2ccccc2)(P(c2ccccc2)(c2ccccc2)c2ccccc2)P(c2ccccc2)(c2ccccc2)c2ccccc2)cc1, OB(O)c1ccncc1. The product is COc1ccc(NC(=O)c2coc(-c3ccncc3)c2)cc1N1CCN(C)CC1. RXN SMILES: [Br:1][c:2]1[cH:3][c:4]([C:7](=[O:8])[NH:9][c:10]2[cH:11][c:12]([N:18]3[CH2:19][CH2:20][N:21]([CH3:24])[CH2:22][CH2:23]3)[c:13]([O:16][CH3:17])[cH:14][cH:15]2)[cH:5][o:6]1.[CH3:40][CH2:41][CH2:42][CH2:43][CH2:44][CH3:45].[CH3:46][CH2:47][O:48][CH2:49][CH3:50].[CH3:52][O:53][CH2:54][CH2:55][O:56][CH3:57].[Na+:34].[Na+:35].[O-:36][C:37](=[O:38])[O-:39].[OH2:51].[cH:58]1[cH:59][cH:60][c:61]([P:62]([Pd:63]([P:64]([c:65]2[cH:66][cH:67][cH:68][cH:69][cH:70]2)([c:71]2[cH:72][cH:73][cH:74][cH:75][cH:76]2)[c:77]2[cH:78][cH:79][cH:80][cH:81][cH:82]2)([P:83]([c:84]2[cH:85][cH:86][cH:87][cH:88][cH:89]2)([c:90]2[cH:91][cH:92][cH:93][cH:94][cH:95]2)[c:96]2[cH:97][cH:98][cH:99][cH:100][cH:101]2)[P:102]([c:103]2[cH:104][cH:105][cH:106][cH:107][cH:108]2)([c:109]2[cH:110][cH:111][cH:112][cH:113][cH:114]2)[c:115]2[cH:116][cH:117][cH:118][cH:119][cH:120]2)([c:121]2[cH:122][cH:123][cH:124][cH:125][cH:126]2)[c:127]2[cH:128][cH:129][cH:130][cH:131][cH:132]2)[cH:133][cH:134]1.[n:25]1[cH:26][cH:27][c:28]([B:31]([OH:32])[OH:33])[cH:29][cH:30]1>>[c:2]1(-[c:28]2[cH:27][cH:26][n:25][cH:30][cH:29]2)[cH:3][c:4]([C:7](=[O:8])[NH:9][c:10]2[cH:11][c:12]([N:18]3[CH2:19][CH2:20][N:21]([CH3:24])[CH2:22][CH2:23]3)[c:13]([O:16][CH3:17])[cH:14][cH:15]2)[cH:5][o:6]1. The reactants are O=C([O-])O, O=C(OO)c1cccc(Cl)c1, [Na+], C1CCOC1, c1cnc(Sc2cccc3cccnc23)nc1. Yields the product O=S(c1ncccn1)c1cccc2cccnc12. As a reaction SMILES: [C:18]([O-:19])(=[O:20])[OH:21].[Cl:23][c:24]1[cH:25][cH:26][cH:27][c:28]([C:29]([O:30][OH:31])=[O:32])[cH:33]1.[Na+:22].[O:34]1[CH2:35][CH2:36][CH2:37][CH2:38]1.[n:1]1[c:2]([S:7][c:8]2[cH:9][cH:10][cH:11][c:12]3[cH:13][cH:14][cH:15][n:16][c:17]23)[n:3][cH:4][cH:5][cH:6]1>>[n:1]1[c:2]([S:7]([c:8]2[cH:9][cH:10][cH:11][c:12]3[cH:13][cH:14][cH:15][n:16][c:17]23)=[O:19])[n:3][cH:4][cH:5][cH:6]1. Product: C(C)(C)(C)C1C(CC(CC1)C)=O (2-tert-butyl-5-methylcyclohexanone). Run in C1CCOC1 (THF), C1(=CC=CC=C1)C (toluene). RXN SMILES: [CH3:1][C@H:2]1[CH2:11][C:9](=[O:10])[C:5](=[C:6]([CH3:8])[CH3:7])[CH2:4][CH2:3]1.[CH3:12][Al](C)C.C[Si](Cl)(C)C.O>C1COCC1.C1(C)C=CC=CC=1>[C:6]([CH:5]1[CH2:4][CH2:3][CH:2]([CH3:1])[CH2:11][C:9]1=[O:10])([CH3:12])([CH3:7])[CH3:8]. Procedure details: 1.52 g (10 mmol) of pulegone (2-isopropylidene-5-methylcyclohexanone) and 14.3 mg (0.1 mmol) of CuBr in 10 ml of dry THF are introduced at room temperature. 9.5 ml (11 mmol) of 10% trimethylaluminum in toluene and 1.3 g (12 mmol) of trimethylsilyl chloride are added at 0° C. It is stirred for 5 more hours at room temperature, hydrolyzed with 5 ml of water and extracted twice with 30 ml of ether each, and the organic phases are combined. After the solvent is evaporated, the product is distilled a... The reactants are O (water), C[C@@H]1CCC(=C(C)C)C(=O)C1 (pulegone), CuBr, C[Al](C)C (trimethylaluminum), C[Si](C)(C)Cl (trimethylsilyl chloride). Yield: 86.2%. Reactants: C[O-].[Na+] (Sodium methoxide), 2-diethylphosphonyl-2H-1,4-benzoxazin-3(4H)-one, COC(=O)C1=CC=C2C(=CNC2=C1)C=O (6-methoxycarbonylindol-3-carboxaldehyde), CO (methanol). Yields the product COC(=O)C1=CC=C2C(=CNC2=C1)C=C1OC2=C(NC1=O)C=CC=C2 (2-[(6-Methoxycarbonylindol-3-yl)methylene]-2H-1,4-benzoxazin-3(4H)-one). As a reaction SMILES: [CH3:1][O-:2].[Na+].[CH3:4][O:5][C:6]([C:8]1[CH:16]=[C:15]2[C:11]([C:12]([CH:17]=O)=[CH:13][NH:14]2)=[CH:10][CH:9]=1)=[O:7].[CH3:19][OH:20]>>[CH3:4][O:5][C:6]([C:8]1[CH:16]=[C:15]2[C:11]([C:12]([CH:17]=[C:1]3[C:19](=[O:20])[NH:14][C:15]4[CH:16]=[CH:8][CH:9]=[CH:10][C:11]=4[O:2]3)=[CH:13][NH:14]2)=[CH:10][CH:9]=1)=[O:7] |f:0.1|. Reported procedure: Sodium methoxide (1 g, 0.018 mol) was added in one portion to a mixture of 2-diethylphosphonyl-2H-1,4-benzoxazin-3(4H)-one (3.42 g, 0.012 mol) and 6-methoxycarbonylindol-3-carboxaldehyde (2.55 g, 0.012 mol) in methanol (60 ml). The reaction mixture was refluxed for 21 h, then cooled at room temperature and the precipitated solid was collected by filtration, washed with methanol and dried. Yield 2.78 g (87%) as a mixture of isomers. The reactants are Br (Hydrogen bromide), C1(CC1)N(C(OC(C)(C)C)=O)C1=CC(=NC=2N1N=CC2C=O)C=2SC(=CC2)CO (tert-butyl cyclopropyl(3-formyl-5-(5-(hydroxymethyl)thiophen-2-yl)pyrazolo[1,5-a]pyrimidine-7-yl)carbamate). Run in ClCCl (dichloromethane), ClCCl (dichloromethane). Conditions: temperature 40 celsius. Yields the product BrCC1=CC=C(S1)C1=NC=2N(C(=C1)NC1CC1)N=CC2C=O (5-(5-(bromomethyl)thiophen-2-yl)-7-(cyclopropylamino)pyrazolo[1,5-a]pyrimidine-3-carbaldehyde). Isolated yield 34.0%. Reaction SMILES: [BrH:1].[CH:2]1([N:5]([C:13]2[N:18]3[N:19]=[CH:20][C:21]([CH:22]=[O:23])=[C:17]3[N:16]=[C:15]([C:24]3[S:25][C:26]([CH2:29]O)=[CH:27][CH:28]=3)[CH:14]=2)C(=O)OC(C)(C)C)[CH2:4][CH2:3]1>ClCCl>[Br:1][CH2:29][C:26]1[S:25][C:24]([C:15]2[CH:14]=[C:13]([NH:5][CH:2]3[CH2:4][CH2:3]3)[N:18]3[N:19]=[CH:20][C:21]([CH:22]=[O:23])=[C:17]3[N:16]=2)=[CH:28][CH:27]=1. Procedure: Hydrogen bromide (48% in water, 5 mL) was added dropwise to tert-butyl cyclopropyl(3-formyl-5-(5-(hydroxymethyl)thiophen-2-yl)pyrazolo[1,5-a]pyrimidine-7-yl)carbamate (980 mg, 2.4 mmol) suspended in dichloromethane (5 mL). The solution immediately became dark brown and homogeneous upon addition. The reaction was heated to 40° C. for 4 hours, then diluted with dichloromethane (10 mL). The liquid was decanted and the gummy residue was washed with dichloromethane (3×10 mL). The combined liquids wer... Reactants: C(C)(C)C1=NOC(=N1)N1CCC(CC1)=O (1-(3-isopropyl-[1,2,4]oxadiazol-5-yl)-piperidin-4-one), C1(CC1)N (cyclopropylamine), Intermediate 4. Yields the product C1(CC1)NC1CCN(CC1)C1=NC(=NO1)C(C)C (Cyclopropyl-[1-(3-isopropyl-[1,2,4]oxadiazol-5-yl)-piperidin-4-yl]-amine). Reaction SMILES: [CH:1]([C:4]1[N:8]=[C:7]([N:9]2[CH2:14][CH2:13][C:12](=O)[CH2:11][CH2:10]2)[O:6][N:5]=1)([CH3:3])[CH3:2].[CH:16]1([NH2:19])[CH2:18][CH2:17]1>>[CH:16]1([NH:19][CH:12]2[CH2:13][CH2:14][N:9]([C:7]3[O:6][N:5]=[C:4]([CH:1]([CH3:3])[CH3:2])[N:8]=3)[CH2:10][CH2:11]2)[CH2:18][CH2:17]1. Procedure details: The title compound is prepared from 1-(3-isopropyl-[1,2,4]oxadiazol-5-yl)-piperidin-4-one and cyclopropylamine following a procedure analogous to that described in Intermediate 4. Mass spectrum (ESI+): m/z=251 [M+H]+.